From a dataset of the Open Reaction Database (ORD), a public repository of structured organic reaction records. describe an organic reaction: reactants, conditions, products, and yield Solvent: C(C)O (ethanol), O (water). The reactants are C(C)(=O)C=1C=C(C(=NC1)SC)Cl (5-Acetyl-3-chloro-2-methylthiopyridine), [BH4-].[Na+] (sodium borohydride), Cl (hydrochloric acid). RXN SMILES: [C:1]([C:4]1[CH:5]=[C:6]([Cl:12])[C:7]([S:10][CH3:11])=[N:8][CH:9]=1)(=[O:3])[CH3:2].[BH4-].[Na+].Cl>C(O)C.O>[Cl:12][C:6]1[C:7]([S:10][CH3:11])=[N:8][CH:9]=[C:4]([CH:1]([OH:3])[CH3:2])[CH:5]=1 |f:1.2|. Procedure details: 5-Acetyl-3-chloro-2-methylthiopyridine (24.1 g, 0.12 mol) was slurried in absolute ethanol (200 mL) and sodium borohydride (4.5 g, 0.118 mol) added in portions. The reaction mixture was stirred at room temperature for 48 hours and acidified to pH 2 with 2N hydrochloric acid. This was then diluted with water (200 mL) and the bulk of the ethanol evaporated under reduced pressure, the temperature of the mixture being maintained below 50° C. The reaction mixture was diluted with water (200 mL) and e... Product: ClC=1C(=NC=C(C1)C(C)O)SC (3-Chloro-5-(1-hydroxyethyl)-2-methylthiopyridine). Yield: 89.6%. Reaction conditions: time 48 hour. As a reaction SMILES: [C:4](=[O:5])([O-:6])[OH:7].[CH2:1]1[CH2:2][NH:3]1.[Cl:27][CH:28]([Cl:29])[Cl:30].[Cl:9][c:10]1[c:11]([N+:21](=[O:22])[O-:23])[cH:12][c:13]([O:19][CH3:20])[c:14]([C:15](=[O:16])[Cl:17])[cH:18]1.[Na+:25].[Na+:8].[OH-:24].[OH2:26]>>[CH2:1]1[CH2:2][N:3]1[C:15]([c:14]1[c:13]([O:19][CH3:20])[cH:12][c:11]([N+:21](=[O:22])[O-:23])[c:10]([Cl:9])[cH:18]1)=[O:16]. Yields the product COc1cc([N+](=O)[O-])c(Cl)cc1C(=O)N1CC1. Starting materials: O=C([O-])O, C1CN1, ClC(Cl)Cl, COc1cc([N+](=O)[O-])c(Cl)cc1C(=O)Cl, [Na+], [Na+], [OH-], O. The reactants are [BH4-], CO, [Na+], O=C1c2ccccc2CC1CC(=O)N1CSCC1C(=O)N1CCCC1. The product is O=C(C1CSCN1C(=O)CC1Cc2ccccc2C1O)N1CCCC1. As a reaction SMILES: [BH4-:26].[CH3:28][OH:29].[Na+:27].[O:1]=[C:2]1[CH:3]([CH2:11][C:12](=[O:13])[N:14]2[CH2:15][S:16][CH2:17][CH:18]2[C:19](=[O:20])[N:21]2[CH2:22][CH2:23][CH2:24][CH2:25]2)[CH2:4][c:5]2[cH:6][cH:7][cH:8][cH:9][c:10]21>>[OH:1][CH:2]1[CH:3]([CH2:11][C:12](=[O:13])[N:14]2[CH2:15][S:16][CH2:17][CH:18]2[C:19](=[O:20])[N:21]2[CH2:22][CH2:23][CH2:24][CH2:25]2)[CH2:4][c:5]2[cH:6][cH:7][cH:8][cH:9][c:10]21. Run in C(C)O (ethanol). The reagents and catalysts are [Pd] (Pd/C). RXN SMILES: [C:1]1([C:7]([C:22]2[CH:27]=[CH:26][CH:25]=[CH:24][CH:23]=2)([CH:9]2[CH2:14][CH2:13][N:12](CC3C=CC=CC=3)[CH2:11][CH2:10]2)[OH:8])[CH:6]=[CH:5][CH:4]=[CH:3][CH:2]=1.CC(O)C.C(OC(C)C)(C)C>C(O)C.[Pd]>[C:1]1([C:7]([C:22]2[CH:27]=[CH:26][CH:25]=[CH:24][CH:23]=2)([CH:9]2[CH2:14][CH2:13][NH:12][CH2:11][CH2:10]2)[OH:8])[CH:2]=[CH:3][CH:4]=[CH:5][CH:6]=1 |f:1.2|. Yields the product C1(=CC=CC=C1)C(O)(C1CCNCC1)C1=CC=CC=C1 (α,α-Diphenyl-4-piperidinemethanol). The reactants are C1(=CC=CC=C1)C(O)(C1CCN(CC1)CC1=CC=CC=C1)C1=CC=CC=C1 (α,α-diphenyl-1-(phenylmethyl)-4-piperidinemethanol), CC(C)O.C(C)(C)OC(C)C (2-propanol isopropyl ether). Procedure details: A mixture of 35.8 g (0.1 mole) of α,α-diphenyl-1-(phenylmethyl)-4-piperidinemethanol and 1 tsp of 5% Pd/C in 500 ml of absolute ethanol was hydrogenated at 60° C. in a Parr apparatus for 3 days. The mixture was filtered through Celite® and the filtrate was concentrated to give a solid residue. The solid was triturated with petroleum ether (30°-60° C.), collected by filtration and dried to give 26.7 g (quantitative) of white solid. An analytical sample, mp 160°-161° C., was prepared from 2-propan... Reaction conditions: time 3 day. Reactants: N(=[N+]=[N-])C1=C(C=O)C=CC=C1 (2-azidobenzaldehyde), C(C)OC(CC(N)=N)=O (amidinoacetic acid ethyl ester). The solvent is C(C)O (ethanol), C(C)O (ethanol). The product is C(C)OC(=O)C1=C(NC(=C(C1C1=C(C=CC=C1)N=[N+]=[N-])C(=O)OCC)N)N (2,6-diamino-4-(2-azidophenyl)-1,4-dihydropyridine-3,5-dicarboxylic acid diethyl ester). Yield: 46.0%. RXN SMILES: [N:1]([C:4]1[CH:11]=[CH:10][CH:9]=[CH:8][C:5]=1[CH:6]=O)=[N+:2]=[N-:3].[CH2:12]([O:14][C:15](=[O:20])[CH2:16][C:17](=[NH:19])[NH2:18])[CH3:13]>C(O)C>[CH2:12]([O:14][C:15]([C:16]1[CH:6]([C:5]2[CH:8]=[CH:9][CH:10]=[CH:11][C:4]=2[N:1]=[N+:2]=[N-:3])[C:16]([C:15]([O:14][CH2:12][CH3:13])=[O:20])=[C:17]([NH2:18])[NH:19][C:17]=1[NH2:18])=[O:20])[CH3:13]. Procedure: Upon heating a solution of 7.3 g 2-azidobenzaldehyde and 13.0 g amidinoacetic acid ethyl ester in 150 ml ethanol for two hours, 2,6-diamino-4-(2-azidophenyl)-1,4-dihydropyridine-3,5-dicarboxylic acid diethyl ester of m.p. 250° C (ethanol) is obtained.